From a dataset of the Open Reaction Database (ORD), a public repository of structured organic reaction records. describe an organic reaction: reactants, conditions, products, and yield RXN SMILES: [F:1][C:2]1[CH:7]=[CH:6][CH:5]=[C:4]([F:8])[C:3]=1[C:9]1[O:10][CH2:11][CH:12]([CH2:14][O:15]S(C)(=O)=O)[N:13]=1.[Cl:20][C:21]1[CH:26]=[CH:25][C:24]([C:27]2[CH:32]=[CH:31][C:30](O)=[CH:29][CH:28]=2)=[CH:23][CH:22]=1.[OH-].[Na+].[Cl-].[NH4+]>CN(C)C=O>[F:1][C:2]1[CH:7]=[CH:6][CH:5]=[C:4]([F:8])[C:3]=1[C:9]1[O:10][CH2:11][CH:12]([CH2:14][O:15][C:30]2[CH:29]=[CH:28][C:27]([C:24]3[CH:23]=[CH:22][C:21]([Cl:20])=[CH:26][CH:25]=3)=[CH:32][CH:31]=2)[N:13]=1 |f:2.3,4.5|. The yield is 18.2%. Reaction conditions: time 24 hour. Reactants: FC1=C(C(=CC=C1)F)C=1OCC(N1)COS(=O)(=O)C (2-(2,6-difluorophenyl)-4-methanesulfonyloxymethyl-2-oxazoline), ClC1=CC=C(C=C1)C1=CC=C(C=C1)O (4-(4-chlorophenyl)phenol), [OH-].[Na+] (sodium hydroxide), aqueous solution, [Cl-].[NH4+] (ammonium chloride). Yields the product FC1=C(C(=CC=C1)F)C=1OCC(N1)COC1=CC=C(C=C1)C1=CC=C(C=C1)Cl (2-(2,6-difluorophenyl)-4-{[4-(4-chlorophenyl) phenoxy]methyl}-2-oxazoline). Procedure details: A mixture of 200 mg (0.687 mmol.) of 2-(2,6-difluorophenyl)-4-methanesulfonyloxymethyl-2-oxazoline, 232 mg (1.00 mmol.) of 4-(4-chlorophenyl)phenol, 24 mg (1.0 mmol.) of sodium hydroxide and 3 ml of N,N-dimethylformamide was stirred at room temperature for 24 hours. After the reaction was completed, the reaction mixture was poured into 50 ml of a 10% aqueous solution of ammonium chloride and extracted twice with ethyl acetate. The residue was dried over magnesium sulfate and concentrated under r... Solvent: CN(C=O)C (N,N-dimethylformamide).